From a dataset of the Open Reaction Database (ORD), a public repository of structured organic reaction records. describe an organic reaction: reactants, conditions, products, and yield Reactants: CC(=O)Cl, ClCCl, Cc1cc(Cl)c(C#N)cc1NC(c1nnc(-c2ccc(N)cc2)o1)C(C)O[Si](C)(C)C(C)(C)C, c1ccncc1. Product: CC(=O)Nc1ccc(-c2nnc(C(Nc3cc(C#N)c(Cl)cc3C)C(C)O[Si](C)(C)C(C)(C)C)o2)cc1. Reaction SMILES: [CH3:35][C:36]([Cl:37])=[O:38].[Cl:39][CH2:40][Cl:41].[NH2:1][c:2]1[cH:3][cH:4][c:5](-[c:8]2[n:9][n:10][c:11]([CH:13]([CH:14]([CH3:15])[O:16][Si:17]([CH3:18])([CH3:19])[C:20]([CH3:21])([CH3:22])[CH3:23])[NH:24][c:25]3[c:26]([CH3:34])[cH:27][c:28]([Cl:33])[c:29]([C:30]#[N:31])[cH:32]3)[o:12]2)[cH:6][cH:7]1.[cH:42]1[cH:43][cH:44][n:45][cH:46][cH:47]1>>[NH:1]([c:2]1[cH:3][cH:4][c:5](-[c:8]2[n:9][n:10][c:11]([CH:13]([CH:14]([CH3:15])[O:16][Si:17]([CH3:18])([CH3:19])[C:20]([CH3:21])([CH3:22])[CH3:23])[NH:24][c:25]3[c:26]([CH3:34])[cH:27][c:28]([Cl:33])[c:29]([C:30]#[N:31])[cH:32]3)[o:12]2)[cH:6][cH:7]1)[C:36]([CH3:35])=[O:38]. Reactants: Cl.Cl.ClC1=C(C=CC=C1)NC1CCNCC1 ((2-chloro-phenyl)-piperidin-4-yl-amine dihydrochloride), C1(=CC=CC=C1)NC1=CC=C(C(=O)NCC(=O)O)C=C1 ((4-phenylamino-benzoylamino)-acetic acid), CCN(C(C)C)C(C)C (DIPEA), C=1C=CC2=C(C1)N=NN2O (HOBt), CCN=C=NCCCN(C)C.Cl (EDCI.HCl). Solvent: CN(C)C=O (DMF), O (water). Conditions: time 8 hour. The product is ClC1=C(C=CC=C1)NC1CCN(CC1)C(CNC(C1=CC=C(C=C1)NC1=CC=CC=C1)=O)=O (N-{2-[4-(2-chloro-phenylamino)-piperidin-1-yl]-2-oxo-ethyl}-4-phenylamino-benzamide). The yield is 33.2%. As a reaction SMILES: [C:1]1([NH:7][C:8]2[CH:20]=[CH:19][C:11]([C:12]([NH:14][CH2:15][C:16]([OH:18])=O)=[O:13])=[CH:10][CH:9]=2)[CH:6]=[CH:5][CH:4]=[CH:3][CH:2]=1.CCN(C(C)C)C(C)C.C1C=CC2N(O)N=NC=2C=1.CCN=C=NCCCN(C)C.Cl.Cl.Cl.[Cl:54][C:55]1[CH:60]=[CH:59][CH:58]=[CH:57][C:56]=1[NH:61][CH:62]1[CH2:67][CH2:66][NH:65][CH2:64][CH2:63]1>CN(C=O)C.O>[Cl:54][C:55]1[CH:60]=[CH:59][CH:58]=[CH:57][C:56]=1[NH:61][CH:62]1[CH2:67][CH2:66][N:65]([C:16](=[O:18])[CH2:15][NH:14][C:12](=[O:13])[C:11]2[CH:10]=[CH:9][C:8]([NH:7][C:1]3[CH:2]=[CH:3][CH:4]=[CH:5][CH:6]=3)=[CH:20][CH:19]=2)[CH2:64][CH2:63]1 |f:3.4,5.6.7|. Procedure: To a stirred solution of (4-phenylamino-benzoylamino)-acetic acid (0.083 g, 0.00031 mol) in DMF (5 mL) was added DIPEA (0.099 g, 0.00077 mol), HOBt (0.041 g, 0.000307 mol) and EDCI.HCl (0.073 g, 0.00038 mol) at ambient temperature. After 2 minutes (2-chloro-phenyl)-piperidin-4-yl-amine dihydrochloride (0.063 g, 0.00026 mol) was added and the resulting mixture was stirred overnight. The reaction mixture was then diluted with cold water and the product was extracted with ethyl acetate. The ethyl a... Isolated yield 55.3%. The product is BrC=1N=C(C(=NC1)NS(=O)(=O)C=1C(=CC=CC1)C1=CC=CC=C1)OC (N-(5-bromo-3-methoxy-2-pyrazinyl)-2-biphenylsulphonamide). Conditions: time 15 minute. Reported procedure: Sodium hydride (60% dispersion in oil; 0.198 g) was suspended in dimethoxyethane (5 ml) and 2-amino-5-bromo-3-methoxypyrazine (0.405 g) was added with stirring. After 15 minutes, 2-biphenylsulphonyl chloride (0.5 g) was added and the mixture was stirred for 18 hours. The reaction mixture was poured into water (20 ml) and acidified to pH2 with concentrated hydrochloric acid and extracted with ethyl acetate (3×25 ml). The combined organic extracts were evaporated and the residue was purified by fl... Solvent: C(OC)COC (dimethoxyethane), O (water). As a reaction SMILES: [H-].[Na+].[NH2:3][C:4]1[C:9]([O:10][CH3:11])=[N:8][C:7]([Br:12])=[CH:6][N:5]=1.[C:13]1([C:23]2[CH:28]=[CH:27][CH:26]=[CH:25][CH:24]=2)[C:14]([S:19](Cl)(=[O:21])=[O:20])=[CH:15][CH:16]=[CH:17][CH:18]=1.Cl>C(COC)OC.O>[Br:12][C:7]1[N:8]=[C:9]([O:10][CH3:11])[C:4]([NH:3][S:19]([C:14]2[C:13]([C:23]3[CH:24]=[CH:25][CH:26]=[CH:27][CH:28]=3)=[CH:18][CH:17]=[CH:16][CH:15]=2)(=[O:21])=[O:20])=[N:5][CH:6]=1 |f:0.1|. Reactants: [H-].[Na+] (Sodium hydride), Cl (hydrochloric acid), NC1=NC=C(N=C1OC)Br (2-amino-5-bromo-3-methoxypyrazine), C=1(C(=CC=CC1)S(=O)(=O)Cl)C1=CC=CC=C1 (2-biphenylsulphonyl chloride). Conditions: time 2 hour. Reaction SMILES: [C:1]1([CH:7]([C:14]2[CH:19]=[CH:18][CH:17]=[CH:16][CH:15]=2)[N:8]2[CH2:11][CH:10]([CH:12]=[O:13])[CH2:9]2)[CH:6]=[CH:5][CH:4]=[CH:3][CH:2]=1.[C-:20]#[N:21].[K+]>O.O1CCCC1>[OH:13][CH:12]([CH:10]1[CH2:11][N:8]([CH:7]([C:14]2[CH:19]=[CH:18][CH:17]=[CH:16][CH:15]=2)[C:1]2[CH:2]=[CH:3][CH:4]=[CH:5][CH:6]=2)[CH2:9]1)[C:20]#[N:21] |f:1.2|. The solvent is O (water), O (water), O1CCCC1 (tetrahydrofuran). Reported procedure: To a solution of 1.13 g (4.49 mmoles) of crude 1-diphenylmethyl-3-formylazetidine in a mixture of 2 ml of water and 2 ml of tetrahydrofuran is added 878 mg (3 equivalents) of potassium cyanide, and the mixture is stirred at room temperature for 2 hours, mixed with water and extracted with methylene chloride. The extract is washed with water, dried, and evaporated to yield 1.046 g of crude 2-hydroxy-2-(1-diphenylmethylazetidin-3-yl)acetonitrile as hemi-solid product in 83% yield. Starting materials: C1(=CC=CC=C1)C(N1CC(C1)C=O)C1=CC=CC=C1 (1-diphenylmethyl-3-formylazetidine), [C-]#N.[K+] (potassium cyanide). Product: OC(C#N)C1CN(C1)C(C1=CC=CC=C1)C1=CC=CC=C1 (2-hydroxy-2-(1-diphenylmethylazetidin-3-yl)acetonitrile). The yield is 83.7%. The reactants are O=C([O-])[O-], CCO, C[Si](C)(C)C#Cc1cccc(C(F)(F)F)c1, Cl, [K+], [K+]. The product is C#Cc1cccc(C(F)(F)F)c1. Reaction SMILES: [C:1](=[O:2])([O-:3])[O-:4].[CH3:24][CH2:25][OH:26].[CH3:7][Si:8]([C:9]#[C:10][c:11]1[cH:12][c:13]([C:17]([F:18])([F:19])[F:20])[cH:14][cH:15][cH:16]1)([CH3:21])[CH3:22].[ClH:23].[K+:5].[K+:6]>>[CH:9]#[C:10][c:11]1[cH:12][c:13]([C:17]([F:18])([F:19])[F:20])[cH:14][cH:15][cH:16]1. Starting materials: ClC1=C(C(=CC=C1)C)NC=1NC2=C(N1)C=C(C1=C2CC(O1)(C)C)C(=O)OC (methyl 2-[(2-chloro-6-methylphenyl)amino]-7,7-dimethyl-7,8-dihydro-1H-furo[3,2-e]benzimidazole-5-carboxylate), FC1=C(N)C=CC=C1C(F)(F)F (2-fluoro-3-trifluoromethyl aniline), C[Al](C)C (trimethyl aluminium). Run in C1(=CC=CC=C1)C (toluene). Yields the product ClC1=C(C(=CC=C1)C)NC1=NC2=C(N1)C=1CC(OC1C(=C2)C(=O)NC2=C(C(=CC=C2)C(F)(F)F)F)(C)C (2-((2-Chloro-6-methylphenyl)amino)-N-(2-fluoro-3-(trifluoromethyl)phenyl)-7,7-dimethyl-7,8-dihydro-1H-benzofuro[4,5-d]imidazole-5-carboxamide). Yield: 22.7%. Reaction SMILES: [Cl:1][C:2]1[CH:7]=[CH:6][CH:5]=[C:4]([CH3:8])[C:3]=1[NH:9][C:10]1[NH:11][C:12]2[C:18]3[CH2:19][C:20]([CH3:23])([CH3:22])[O:21][C:17]=3[C:16]([C:24](OC)=[O:25])=[CH:15][C:13]=2[N:14]=1.[F:28][C:29]1[C:35]([C:36]([F:39])([F:38])[F:37])=[CH:34][CH:33]=[CH:32][C:30]=1[NH2:31].C[Al](C)C>C1(C)C=CC=CC=1>[Cl:1][C:2]1[CH:7]=[CH:6][CH:5]=[C:4]([CH3:8])[C:3]=1[NH:9][C:10]1[NH:11][C:12]2[C:18]3[CH2:19][C:20]([CH3:23])([CH3:22])[O:21][C:17]=3[C:16]([C:24]([NH:31][C:30]3[CH:32]=[CH:33][CH:34]=[C:35]([C:36]([F:37])([F:38])[F:39])[C:29]=3[F:28])=[O:25])=[CH:15][C:13]=2[N:14]=1. Reported procedure: The title compound was prepared by following the procedure as described for Example-137 using methyl 2-[(2-chloro-6-methylphenyl)amino]-7,7-dimethyl-7,8-dihydro-1H-furo[3,2-e]benzimidazole-5-carboxylate (Step-1 of Intermediate-35, 0.100 g, 0.207 mmol) and 2-fluoro-3-trifluoromethyl aniline (0.044 g, 0.301 mmol), trimethyl aluminium (2M solution in toluene) (1 mL) and dry toluene (5.0 mL) to afford 0.025 g of the desired product. 1HNMR (DMSO-d6): δ 1.56 (s, 6H), 2.25 (s, 3H), 3.14 (s, 2H), 7.23-7... The reactants are CCO, O=C1c2ccccc2C(=O)N1C(c1ccc2ccc(-c3ccccc3)nc2c1)c1nccnc1Cl, NN. Product: NC(c1ccc2ccc(-c3ccccc3)nc2c1)c1nccnc1Cl. As a reaction SMILES: [CH3:38][CH2:39][OH:40].[Cl:1][c:2]1[c:3]([CH:8]([N:9]2[C:10](=[O:11])[c:12]3[c:13]([cH:14][cH:15][cH:16][cH:17]3)[C:18]2=[O:19])[c:20]2[cH:21][cH:22][c:23]3[cH:24][cH:25][c:26](-[c:30]4[cH:31][cH:32][cH:33][cH:34][cH:35]4)[n:27][c:28]3[cH:29]2)[n:4][cH:5][cH:6][n:7]1.[NH2:36][NH2:37]>>[Cl:1][c:2]1[c:3]([CH:8]([NH2:9])[c:20]2[cH:21][cH:22][c:23]3[cH:24][cH:25][c:26](-[c:30]4[cH:31][cH:32][cH:33][cH:34][cH:35]4)[n:27][c:28]3[cH:29]2)[n:4][cH:5][cH:6][n:7]1.